This data is from the Open Reaction Database (ORD), a public repository of structured organic reaction records. The task is: describe an organic reaction: reactants, conditions, products, and yield Reaction conditions: time 1 hour. Reactants: C[O-].[Na+] (sodium methoxide), [Na] (sodium), CO (methanol), ice water, ClC1=NC2=CC(=C(C=C2N=C1Cl)F)[N+](=O)[O-] (2,3-dichloro-6-fluoro-7-nitroquinoxaline). Reported procedure: To a solution of sodium methoxide which was prepared from dried methanol 75 mL and metallic sodium 1.332 g, was added 2,3-dichloro-6-fluoro-7-nitroquinoxaline 4.778 g under ice-cooling and the mixture was stirred at room temperature for 1 hr. The reaction mixture was poured into ice water, then the resulting precipitation was collected and washed with water. The aqueous layer was extracted with chloroform, then the combined product was purified with alumina column chromatography and crystallized... Yields the product COC1=NC2=CC(=C(C=C2N=C1OC)F)[N+](=O)[O-] (2,3-dimethoxy-6-fluoro-7-nitroquinoxaline). Reaction SMILES: [CH3:1][O-:2].[Na+].[Na].Cl[C:6]1[C:15](Cl)=[N:14][C:13]2[C:8](=[CH:9][C:10]([N+:18]([O-:20])=[O:19])=[C:11]([F:17])[CH:12]=2)[N:7]=1.[CH3:21][OH:22]>>[CH3:1][O:2][C:6]1[C:15]([O:22][CH3:21])=[N:14][C:13]2[C:8](=[CH:9][C:10]([N+:18]([O-:20])=[O:19])=[C:11]([F:17])[CH:12]=2)[N:7]=1 |f:0.1,^1:3|.